This data is from the Open Reaction Database (ORD), a public repository of structured organic reaction records. The task is: describe an organic reaction: reactants, conditions, products, and yield Reactants: S(=O)(Cl)Cl (thionyl chloride), C (charcoal), 414, BrC1=C(C(=O)O)C=CC=C1[N+](=O)[O-] (2-bromo-3-nitrobenzoic acid). Solvent: CC1=CC=CC=C1 (methylbenzene). Run at time 8 hour. The product is 363, BrC1=C(C(=O)Cl)C=CC=C1[N+](=O)[O-] (2-bromo-3-nitrobenzoyl chloride). Isolated yield 81.7%. RXN SMILES: [Br:1][C:2]1[C:10]([N+:11]([O-:13])=[O:12])=[CH:9][CH:8]=[CH:7][C:3]=1[C:4](O)=[O:5].S(Cl)([Cl:16])=O.C>CC1C=CC=CC=1>[Br:1][C:2]1[C:10]([N+:11]([O-:13])=[O:12])=[CH:9][CH:8]=[CH:7][C:3]=1[C:4]([Cl:16])=[O:5]. Reported procedure: To a stirred suspension of 414 parts of 2-bromo-3-nitrobenzoic acid in 653 parts of methylbenzene there were added 440 parts of thionyl chloride. The whole was refluxed for 6 hours, cooled and left overnight. The reaction mixture was treated with activated charcoal, filtered over diatomaceous earth and evaporated. The residual oil was triturated with 396 parts of hexane (2×). The product was filtered off, washed with hexane and dried, yielding 363 parts (81.7%) of 2-bromo-3-nitrobenzoyl chloride... Reactants: C(CCC)C(=C(CCCC)CCCC)[SnH3] (Tributylvinylstannane), C(C1=CC=CC=C1)(=O)N1C=C(C2=CC(=CC=C12)Br)C=1CCN(CC1)C (1-benzoyl-5-bromo-3-(1-methyl-1,2,3,6-tetrahydro-4-pyridinyl)indole). Solvent: CN(C)C=O (DMF). Run at temperature 100 celsius. Yields the product N (ammonia), C(C1=CC=CC=C1)(=O)N1C=C(C2=CC(=CC=C12)C=C)C=1CCN(CC1)C (1-benzoyl-3-(1-methyl-1,2,3,6-tetrahydro-4-pyridinyl)-5-vinylindole). The yield is 5.0%. Reaction SMILES: [CH2:1](C([SnH3])=C(CCCC)CCCC)[CH2:2]CC.[C:16]([N:24]1[C:32]2[C:27](=[CH:28][C:29](Br)=[CH:30][CH:31]=2)[C:26]([C:34]2[CH2:35][CH2:36][N:37]([CH3:40])[CH2:38][CH:39]=2)=[CH:25]1)(=[O:23])[C:17]1[CH:22]=[CH:21][CH:20]=[CH:19][CH:18]=1>CN(C=O)C>[NH3:24].[C:16]([N:24]1[C:32]2[C:27](=[CH:28][C:29]([CH:1]=[CH2:2])=[CH:30][CH:31]=2)[C:26]([C:34]2[CH2:35][CH2:36][N:37]([CH3:40])[CH2:38][CH:39]=2)=[CH:25]1)(=[O:23])[C:17]1[CH:22]=[CH:21][CH:20]=[CH:19][CH:18]=1. Procedure details: Tributylvinylstannane was added to a solution of 1-benzoyl-5-bromo-3-(1-methyl-1,2,3,6-tetrahydro-4-pyridinyl)indole (Example 6g) in DMF and the reaction mixture was heated to 100° C. overnight. The mixture was partitioned between ethyl acetate and water, sequentially washed with water and brine, and dried over sodium carbonate. Flash chromatography (silica gel, 5% 2M methanolic ammonia in dichloromethane) yielded 1-benzoyl-3-(1-methyl-1,2,3,6-tetrahydro-4-pyridinyl)-5-vinylindole. Reactants: CCCN, CN(C)C=O, ClCCN1C(Cl)=Nc2ccc(Cl)cc2C1c1ccccc1, O. The product is CCCN1CCN2C1=Nc1ccc(Cl)cc1C2c1ccccc1, Cl. RXN SMILES: [CH2:22]([CH2:23][CH3:24])[NH2:25].[CH3:27][N:28]([CH3:29])[CH:30]=[O:31].[Cl:1][C:2]1=[N:3][c:4]2[cH:5][cH:6][c:7]([Cl:21])[cH:8][c:9]2[CH:10]([c:15]2[cH:16][cH:17][cH:18][cH:19][cH:20]2)[N:11]1[CH2:12][CH2:13][Cl:14].[OH2:26]>>[C:2]12=[N:3][c:4]3[cH:5][cH:6][c:7]([Cl:21])[cH:8][c:9]3[CH:10]([c:15]3[cH:16][cH:17][cH:18][cH:19][cH:20]3)[N:11]1[CH2:12][CH2:13][N:25]2[CH2:22][CH2:23][CH3:24].[ClH:1]. Reactants: O=C1CCCc2ccccc21, CCCCNCCCC, C=O, CC(=O)O, Cc1ccccc1. Yields the product C=C1CCc2ccccc2C1=O. Reaction SMILES: [C:1]1(=[O:11])[CH2:2][CH2:3][CH2:4][c:5]2[cH:6][cH:7][cH:8][cH:9][c:10]21.[CH2:12]([NH:13][CH2:14][CH2:15][CH2:16][CH3:17])[CH2:18][CH2:19][CH3:20].[CH2:25]=[O:26].[CH3:21][C:22](=[O:23])[OH:24].[CH3:27][c:28]1[cH:29][cH:30][cH:31][cH:32][cH:33]1>>[C:1]1(=[O:11])[C:2](=[CH2:12])[CH2:3][CH2:4][c:5]2[cH:6][cH:7][cH:8][cH:9][c:10]21. Reactants: C1CCN(C1)C2=CC=C(C=C2)C(=O)CBr (α-bromo-4-(1-pyrrolidino)acetophenone), NC=1SC2=C(N1)CCCC2 (2-amino-4,5,6,7-tetrahydrobenzothiazole). The product is Br.N=C1SC2=C(N1CC(=O)C1=CC=C(C=C1)N1CCCC1)C=CC=C2 (2-(2-Imino-benzothiazol-3-yl)-1-(4-pyrrolidin-1-yl-phenyl)-ethanone hydrobromide salt). Yield: 43.0%. As a reaction SMILES: [CH2:1]1[CH2:5][N:4]([C:6]2[CH:11]=[CH:10][C:9]([C:12]([CH2:14][Br:15])=[O:13])=[CH:8][CH:7]=2)[CH2:3][CH2:2]1.[NH2:16][C:17]1[S:18][C:19]2[CH2:25][CH2:24][CH2:23][CH2:22][C:20]=2[N:21]=1>>[BrH:15].[NH:16]=[C:17]1[N:21]([CH2:14][C:12]([C:9]2[CH:10]=[CH:11][C:6]([N:4]3[CH2:5][CH2:1][CH2:2][CH2:3]3)=[CH:7][CH:8]=2)=[O:13])[C:20]2[CH:22]=[CH:23][CH:24]=[CH:25][C:19]=2[S:18]1 |f:2.3|. Reported procedure: The title compound is prepared from α-bromo-4-(1-pyrrolidino)acetophenone and 2-amino-4,5,6,7-tetrahydrobenzothiazole using method A in 43% yield: mp 285-290° C. (dec); 1H-NMR (DMSO-d6) 2.00 (s, 4H), 3.38 (m, 4H), 5.93 (s, 2H), 6.68 (d, 2H), 7.43 (t, 1H), 7.50 (t, 1H), 7.57 (d, 1H), 7.90 (d, 2H), 8.03 (d, 1H); Anal. C19H20BrN3OS (C, H, N). The reactants are C(C)OC(=O)N=S(=O)(C1=CC(=CC=C1)COC1=C(C=C2C(=NC=NC2=C1)NC=1SC=CN1)OC)CC ((RS)-N-(ethoxycarbonyl)-S-ethyl-S-[3-({[6-methoxy-4-(thiazol-2-ylamino)quinazolin-7-yl]oxy}methyl)phenyl]-sulphoximide), ClCCl.CO (dichloromethane methanol), →. Run in CO (methanol). Yields the product C(C)S(=O)(=N)C1=CC(=CC=C1)COC1=C(C=C2C(=NC=NC2=C1)NC=1SC=CN1)OC ((RS)-S-Ethyl-S-[3-({[6-methoxy-4-(thiazol-2-ylamino)quinazolin-7-yl]oxy}-methyl)phenyl]sulphoximide). Yield: 66.0%. Reaction SMILES: C(OC([N:6]=[S:7]([CH2:35][CH3:36])([C:9]1[CH:14]=[CH:13][CH:12]=[C:11]([CH2:15][O:16][C:17]2[CH:26]=[C:25]3[C:20]([C:21]([NH:27][C:28]4[S:29][CH:30]=[CH:31][N:32]=4)=[N:22][CH:23]=[N:24]3)=[CH:19][C:18]=2[O:33][CH3:34])[CH:10]=1)=[O:8])=O)C.ClCCl.CO>CO>[CH2:35]([S:7]([C:9]1[CH:14]=[CH:13][CH:12]=[C:11]([CH2:15][O:16][C:17]2[CH:26]=[C:25]3[C:20]([C:21]([NH:27][C:28]4[S:29][CH:30]=[CH:31][N:32]=4)=[N:22][CH:23]=[N:24]3)=[CH:19][C:18]=2[O:33][CH3:34])[CH:10]=1)(=[NH:6])=[O:8])[CH3:36] |f:1.2|. Reported procedure: According to GWP 6, the conversion of (RS)-N-(ethoxycarbonyl)-S-ethyl-S-[3-({[6-methoxy-4-(thiazol-2-ylamino)quinazolin-7-yl]oxy}methyl)phenyl]-sulphoximide (40 mg, 0.076 mmol) and chromatographic purification (silica gel, dichloromethane/methanol: 0→30% methanol) gives the desired product in 66% yield (23 mg).